This data is from the Open Reaction Database (ORD), a public repository of structured organic reaction records. The task is: describe an organic reaction: reactants, conditions, products, and yield Starting materials: N[C@H]1[C@H](CC2=CC=CC=C12)O ((1R,2S)-1-amino-2-indanol), C(C)(=O)OC(C)=O (acetic anhydride). RXN SMILES: [NH2:1][C@@H:2]1[C:10]2[C:5](=[CH:6][CH:7]=[CH:8][CH:9]=2)[CH2:4][C@@H:3]1[OH:11].[C:12](OC(=O)C)(=[O:14])[CH3:13]>C(Cl)Cl>[OH:11][C@H:3]1[CH2:4][C:5]2[C:10](=[CH:9][CH:8]=[CH:7][CH:6]=2)[C@H:2]1[NH:1][C:12](=[O:14])[CH3:13]. Run at time 1 hour. Procedure: (1R,2S)-1-amino-2-indanol (2.0 g, 13.4 mmol) is suspended in 100 mL DCM and at RT it is combined with acetic anhydride (1.27 mL, 13.4 mmol). The reaction mixture is stirred for 1 h at RT, once the reaction is complete the solvent is eliminated using the rotary evaporator and the crude product B-1b (HPLC-MS: tRet.=0.81 min; MS (M+H)+=192) is used in the subsequent reactions without further purification. The product is O[C@@H]1[C@@H](C2=CC=CC=C2C1)NC(C)=O (N-((1R,2S)-2-hydroxy-indan-1-yl)-acetamide). Solvent: C(Cl)Cl (DCM). The reactants are CC=1C=C(C=CC1[N+](=O)[O-])NN (3-methyl-4-nitrophenylhydrazine), C(CC(=O)C)(=O)OC (methyl acetoacetate). Solvent: C1(=CC=CC=C1)C (toluene). Run at temperature 100 celsius. Product: CC1=CC(N(N1)C1=CC(=C(C=C1)[N+](=O)[O-])C)=O (5-methyl-2-(3-methyl-4-nitrophenyl)-1,2-dihydropyrazol-3-one). RXN SMILES: [CH3:1][C:2]1[CH:3]=[C:4]([NH:11][NH2:12])[CH:5]=[CH:6][C:7]=1[N+:8]([O-:10])=[O:9].[C:13](OC)(=[O:18])[CH2:14][C:15]([CH3:17])=O>C1(C)C=CC=CC=1>[CH3:17][C:15]1[NH:12][N:11]([C:4]2[CH:5]=[CH:6][C:7]([N+:8]([O-:10])=[O:9])=[C:2]([CH3:1])[CH:3]=2)[C:13](=[O:18])[CH:14]=1. Reported procedure: The mixture of 500 mg of 3-methyl-4-nitrophenylhydrazine, 0.32 ml of methyl acetoacetate and 20 ml of toluene was heated to 100° C. for 8 hours. After cooling, the reaction mixture was concentrated under reduced pressure and the residue was stirred in t-butyl methyl ether. The solid was filtered off with suction and dried under reduced pressure. As a reaction SMILES: [N+](=[CH2:3])=[N-].[CH3:4][C:5]([CH3:12])=[CH:6][CH2:7][CH2:8][C:9]([OH:11])=[O:10]>CCOCC>[CH3:4][C:5]([CH3:12])=[CH:6][CH2:7][CH2:8][C:9]([O:11][CH3:3])=[O:10]. Yields the product CC(=CCCC(=O)OC)C (Methyl 5-methyl-4-hexenoate). Reactants: [N+](=[N-])=C (diazomethane), ice, CC(=CCCC(=O)O)C (5-methyl-4-hexenoic acid). Procedure details: Freshly prepared diazomethane in ether was added to an ice-cooled solution of 5-methyl-4-hexenoic acid (4.5 g, 35.16 mmol) in ether (10 mL) until the solution became slightly yellow in color. The solvent was then evaporated under vacuum to afford the title product as a colorless liquid in near quantitative yield (4.90 g). This product was used in the next reaction step without further purification. 1H NMR (CDCl3) δ1.62 & 1.68[2s, 6H, C(CH3)2], 2.30[m, 4H, (CH2)2], 3.69(s, 3H, COOCH3) and 5.07(t,... Solvent: CCOCC (ether), CCOCC (ether). The reactants are N1C=CC2=CC(=CC=C12)OC1=C(C(=O)NS(=O)(=O)C2=CC(=C(C=C2)Cl)[N+](=O)[O-])C=CC(=C1)N1CCN(CC1)CC1=C(CC(CC1)(C)C)C1=CC=C(C=C1)Cl (2-(1H-indol-5-yloxy)-N-(4-chloro-3-nitrophenylsulfonyl)-4-(4-((2-(4-chlorophenyl)-4,4-dimethylcyclohex-1-enyl)methyl)piperazin-1-yl)benzamide), C1(CCCCC1)P(C1=C(C=CC=C1)C1=C(C=CC=C1OC)OC)C1CCCCC1 (dicyclohexyl(2′,6′-dimethoxybiphenyl-2-yl)phosphine), [Br-].O1C(OCC1)CC[Zn+] ((2-(1,3-dioxolan-2-yl)ethyl)zinc(II) bromide). Reagents/catalysts: C(C)(=O)[O-].[Pd+2].C(C)(=O)[O-] (palladium acetate). Solvent: O1CCCC1 (tetrahydrofuran). Reaction conditions: time 8 hour. Yields the product ClC1=CC=C(C=C1)C1=C(CCC(C1)(C)C)CN1CCN(CC1)C1=CC(=C(C(=O)NS(=O)(=O)C2=CC(=C(C=C2)CCC2OCCO2)[N+](=O)[O-])C=C1)OC=1C=C2C=CNC2=CC1 (4-(4-{[2-(4-chlorophenyl)-4,4-dimethylcyclohex-1-en-1-yl]methyl}piperazin-1-yl)-N-({4-[2-(1,3-dioxolan-2-yl)ethyl]-3-nitrophenyl}sulfonyl)-2-(1H-indol-5-yloxy)benzamide). RXN SMILES: [NH:1]1[C:9]2[C:4](=[CH:5][C:6]([O:10][C:11]3[CH:32]=[C:31]([N:33]4[CH2:38][CH2:37][N:36]([CH2:39][C:40]5[CH2:45][CH2:44][C:43]([CH3:47])([CH3:46])[CH2:42][C:41]=5[C:48]5[CH:53]=[CH:52][C:51]([Cl:54])=[CH:50][CH:49]=5)[CH2:35][CH2:34]4)[CH:30]=[CH:29][C:12]=3[C:13]([NH:15][S:16]([C:19]3[CH:24]=[CH:23][C:22](Cl)=[C:21]([N+:26]([O-:28])=[O:27])[CH:20]=3)(=[O:18])=[O:17])=[O:14])=[CH:7][CH:8]=2)[CH:3]=[CH:2]1.C1(P(C2CCCCC2)C2C=CC=CC=2C2C(OC)=CC=CC=2OC)CCCCC1.[Br-].[O:85]1[CH2:89][CH2:88][O:87][CH:86]1[CH2:90][CH2:91][Zn+]>O1CCCC1.C([O-])(=O)C.[Pd+2].C([O-])(=O)C>[Cl:54][C:51]1[CH:52]=[CH:53][C:48]([C:41]2[CH2:42][C:43]([CH3:46])([CH3:47])[CH2:44][CH2:45][C:40]=2[CH2:39][N:36]2[CH2:35][CH2:34][N:33]([C:31]3[CH:30]=[CH:29][C:12]([C:13]([NH:15][S:16]([C:19]4[CH:24]=[CH:23][C:22]([CH2:91][CH2:90][CH:86]5[O:87][CH2:88][CH2:89][O:85]5)=[C:21]([N+:26]([O-:28])=[O:27])[CH:20]=4)(=[O:18])=[O:17])=[O:14])=[C:11]([O:10][C:6]4[CH:5]=[C:4]5[C:9](=[CH:8][CH:7]=4)[NH:1][CH:2]=[CH:3]5)[CH:32]=3)[CH2:38][CH2:37]2)=[CH:49][CH:50]=1 |f:2.3,5.6.7|. Reported procedure: A mixture of EXAMPLE 187A (0.079 g), dicyclohexyl(2′,6′-dimethoxybiphenyl-2-yl)phosphine (0.016 g), and palladium acetate (0.0045 g) in tetrahydrofuran (1 mL) was stirred at room temperature for 5 minutes. To this mixture was added (2-(1,3-dioxolan-2-yl)ethyl)zinc(II) bromide (0.6 mL). The reaction mixture was stirred overnight. The solvent was removed, and the residue was purified by reverse phase Prep HPLC. The desired fractions were combined, and the organic solvent was partially removed. The... The reactants are O1C(CCC1)COC(=O)C=1C(C(=C(NC1C)C)C(=O)OC)C1=C(C(=CC=C1)OC)OC (2,6-dimethyl-4-(2,3-dimethoxyphenyl)-1,4-dihydropyridine-3,5-dicarboxylic acid 3-methyl ester 5-(tetrahydrofuran-2-ylmethyl) ester), [Cr](=O)(=O)([O-])Cl.[NH+]1=CC=CC=C1 (pyridinium chlorochromate). Reaction conditions: time 6 hour. Product: O1C(CCC1)COC(=O)C=1C(=C(C(=NC1C)C)C(=O)OC)C1=C(C(=CC=C1)OC)OC (2,6-Dimethyl-4-(2,3-dimethoxyphenyl) pyridine-3,5-dicarboxylic acid 3-methyl ester 5-(tetrahydrofuran-2-ylmethyl) ester). Isolated yield 79.0%. As a reaction SMILES: [O:1]1[CH2:5][CH2:4][CH2:3][CH:2]1[CH2:6][O:7][C:8]([C:10]1[CH:11]([C:22]2[CH:27]=[CH:26][CH:25]=[C:24]([O:28][CH3:29])[C:23]=2[O:30][CH3:31])[C:12]([C:18]([O:20][CH3:21])=[O:19])=[C:13]([CH3:17])[NH:14][C:15]=1[CH3:16])=[O:9].[Cr](Cl)([O-])(=O)=O.[NH+]1C=CC=CC=1>>[O:1]1[CH2:5][CH2:4][CH2:3][CH:2]1[CH2:6][O:7][C:8]([C:10]1[C:11]([C:22]2[CH:27]=[CH:26][CH:25]=[C:24]([O:28][CH3:29])[C:23]=2[O:30][CH3:31])=[C:12]([C:18]([O:20][CH3:21])=[O:19])[C:13]([CH3:17])=[N:14][C:15]=1[CH3:16])=[O:9] |f:1.2|. Procedure: A mixture of 11 g (0,025 mol) of 2,6-dimethyl-4-(2,3-dimethoxyphenyl)-1,4-dihydropyridine-3,5-dicarboxylic acid 3-methyl ester 5-(tetrahydrofuran-2-ylmethyl) ester and 92 g (0,076 mol) of pyridinium chlorochromate absorbed on alumina, was suspended on 250 ml of CH2C12, and the whole mixture was maintained on stirring at room temperature for 6 hours. The remaining solid was eliminated by filtration, and the liquid was washed with water (3×300 ml), dried over anh. Na2SO4, and concentrated at reduc... Run at temperature 60 celsius, time 2 hour. Yields the product Cl.Cl.C(C)(C)(C)OC(=O)N(C1=CC=C(C=N1)/C=C/C(=O)O)[C@H]1CN(CC1)CCCC ((2E)-3-(6-{(tert-butoxycarbonyl)[(3R)-1-butyl-3-pyrrolidinyl]amino}-3-pyridinyl)acrylic acid dihydrochloride). The solvent is O1CCOCC1 (dioxane). Starting materials: C(C)(C)(C)OC(=O)N(C1=CC=C(C=N1)/C=C/C(=O)OCC)[C@H]1CN(CC1)CCCC (ethyl (2E)-3-(6-{(tert-butoxycarbonyl)[(3R)-1-butyl-3-pyrrolidinyl]amino}-3-pyridinyl)acrylate), [OH-].[Na+] (sodium hydroxide), Cl (hydrochloric acid), O (H2O). Reaction SMILES: [C:1]([O:5][C:6]([N:8]([C@@H:22]1[CH2:26][CH2:25][N:24]([CH2:27][CH2:28][CH2:29][CH3:30])[CH2:23]1)[C:9]1[N:14]=[CH:13][C:12](/[CH:15]=[CH:16]/[C:17]([O:19]CC)=[O:18])=[CH:11][CH:10]=1)=[O:7])([CH3:4])([CH3:3])[CH3:2].[OH-].[Na+].O.[ClH:34]>O1CCOCC1>[ClH:34].[ClH:34].[C:1]([O:5][C:6]([N:8]([C@@H:22]1[CH2:26][CH2:25][N:24]([CH2:27][CH2:28][CH2:29][CH3:30])[CH2:23]1)[C:9]1[N:14]=[CH:13][C:12](/[CH:15]=[CH:16]/[C:17]([OH:19])=[O:18])=[CH:11][CH:10]=1)=[O:7])([CH3:2])([CH3:4])[CH3:3] |f:1.2,6.7.8|. Reported procedure: To a solution of ethyl (2E)-3-(6-{(tert-butoxycarbonyl)[(3R)-1-butyl-3-pyrrolidinyl]amino}-3-pyridinyl)acrylate (308 mg) in dioxane (7.4 mL) was added 1N sodium hydroxide (2.21 mL). After stirring at 60° C. for 2 hours, the reaction mixture was added H2O(37 mL) and acidified with 1N hydrochloric acid (to pH 1). A resulting mixture was extracted with CHCl3, and the organic layer was dried over MgSO4, filtered, and evaporated in vacuo to give (2E)-3-(6-{(tert-butoxycarbonyl)[(3R)-1-butyl-3-pyrroli... Starting materials: hydrochloride salt, Cl (hydrochloric acid), OC(=O)C(F)(F)F.C(C)OC(C(C(C)C1CCNCC1)CSC(C)=O)=O (2-acetylsulfanylmethyl-3-piperidin4-yl-butyric acid ethyl ester TFA salt). Yields the product SCC(C(=O)O)C(C)C1CCNCC1 (2-Mercaptomethyl-3-piperidin-4-yl-butyric acid). Isolated yield 134.6%. As a reaction SMILES: Cl.OC(C(F)(F)F)=O.C([O:11][C:12](=[O:27])[CH:13]([CH2:22][S:23]C(=O)C)[CH:14]([CH:16]1[CH2:21][CH2:20][NH:19][CH2:18][CH2:17]1)[CH3:15])C>>[SH:23][CH2:22][CH:13]([CH:14]([CH:16]1[CH2:21][CH2:20][NH:19][CH2:18][CH2:17]1)[CH3:15])[C:12]([OH:27])=[O:11] |f:1.2|. Procedure: Conc. hydrochloric acid (4 mL) was added to 2-acetylsulfanylmethyl-3-piperidin4-yl-butyric acid ethyl ester TFA salt (0.101 g, 0.252 mmol) under argon. The reaction was heated to reflux for 5 h and then concentrated under reduced pressure to give a diastereomeric mixture of the title compound (73.7 mg) as the hydrochloride salt. Reactants: CN(C)C, [Na+], ClCC1CO1, [OH-], NC1C(O)OC(CO)C(O)C1O. The product is NOC1OC(CO)C(O)C(O)C1N. RXN SMILES: [CH3:1][N:2]([CH3:3])[CH3:4].[Na+:11].[O:5]1[CH:6]([CH2:7][Cl:8])[CH2:9]1.[OH-:10].[OH:12][CH:13]1[CH:14]([NH2:15])[CH:16]([OH:17])[CH:18]([OH:19])[CH:20]([CH2:22][OH:23])[O:21]1>>[NH2:2][O:12][CH:13]1[CH:14]([NH2:15])[CH:16]([OH:17])[CH:18]([OH:19])[CH:20]([CH2:22][OH:23])[O:21]1. Procedure details: According to the procedure described above for the preparation of 3-(4-trifluoromethyl-phenyl)-propionaldehyde by PCC-oxidation, 132 mg (44%) of 3-(3-trifluoromethyl-phenyl)-propionaldehyde {LC-MS: tR=0.89 min; [M+H]+=no ionization} was obtained from 3-(3-trifluoromethyl-phenyl)-propan-1-ol (300 mg, 1.5 mmol). The product is FC(C=1C=C(C=CC1)CCCO)(F)F (3-(3-trifluoromethyl-phenyl)-propan-1-ol). Reaction SMILES: FC(F)(F)C1C=CC(CCC=O)=CC=1.C1C=C[NH+]=CC=1.[O-][Cr](Cl)(=O)=O.[F:26][C:27]([F:39])([F:38])[C:28]1[CH:29]=[C:30]([CH2:34][CH2:35][CH:36]=[O:37])[CH:31]=[CH:32][CH:33]=1>>[F:26][C:27]([F:38])([F:39])[C:28]1[CH:29]=[C:30]([CH2:34][CH2:35][CH2:36][OH:37])[CH:31]=[CH:32][CH:33]=1 |f:1.2|. Reactants: FC(C1=CC=C(C=C1)CCC=O)(F)F (3-(4-trifluoromethyl-phenyl)-propionaldehyde), C=1C=C[NH+]=CC1.[O-][Cr](=O)(=O)Cl (PCC), FC(C=1C=C(C=CC1)CCC=O)(F)F (3-(3-trifluoromethyl-phenyl)-propionaldehyde). Yield: 229.7%.